From a dataset of the Open Reaction Database (ORD), a public repository of structured organic reaction records. describe an organic reaction: reactants, conditions, products, and yield Reactants: C[Si](C)(C)C#N, Cl, [I-], [I-], O=C1CC2(CCSCC2)Oc2ccc([N+](=O)[O-])cc21, O, O=P(Cl)(Cl)Cl, [Zn+2], c1ccncc1, c1ccccc1. The product is N#CC1=CC2(CCSCC2)Oc2ccc([N+](=O)[O-])cc21. As a reaction SMILES: [CH3:20][Si:21]([CH3:22])([CH3:23])[C:24]#[N:25].[ClH:31].[I-:32].[I-:34].[N+:1](=[O:2])([O-:3])[c:4]1[cH:5][cH:6][c:7]2[c:8]([cH:19]1)[C:9](=[O:18])[CH2:10][C:11]1([O:12]2)[CH2:13][CH2:14][S:15][CH2:16][CH2:17]1.[OH2:35].[P:26]([Cl:27])([Cl:28])([Cl:29])=[O:30].[Zn+2:33].[cH:36]1[cH:37][cH:38][n:39][cH:40][cH:41]1.[cH:42]1[cH:43][cH:44][cH:45][cH:46][cH:47]1>>[N+:1](=[O:2])([O-:3])[c:4]1[cH:5][cH:6][c:7]2[c:8]([cH:19]1)[C:9]([C:24]#[N:25])=[CH:10][C:11]1([O:12]2)[CH2:13][CH2:14][S:15][CH2:16][CH2:17]1. Reactants: COC(=O)Cc1c(C)[nH]c2ncccc12, Cc1ccc(S(=O)(=O)Cl)cc1Cl, CN(C)C=O. Product: COC(=O)Cc1c(C)n(S(=O)(=O)c2ccc(C)c(Cl)c2)c2ncccc12. Reaction SMILES: [CH3:1][O:2][C:3]([CH2:4][c:5]1[c:6]([CH3:14])[nH:7][c:8]2[n:9][cH:10][cH:11][cH:12][c:13]12)=[O:15].[Cl:16][c:17]1[cH:18][c:19]([S:24](=[O:25])(=[O:26])[Cl:27])[cH:20][cH:21][c:22]1[CH3:23].[O:28]=[CH:29][N:30]([CH3:31])[CH3:32]>>[CH3:1][O:2][C:3]([CH2:4][c:5]1[c:6]([CH3:14])[n:7]([S:24]([c:19]2[cH:18][c:17]([Cl:16])[c:22]([CH3:23])[cH:21][cH:20]2)(=[O:25])=[O:26])[c:8]2[n:9][cH:10][cH:11][cH:12][c:13]12)=[O:15]. The reactants are CCOC(=O)C1C(c2ccc3c(c2)OCO3)c2ccccc2C1c1ccc2c(c1)OCO2, CCO, [Na+], [OH-]. The product is O=C(O)C1C(c2ccc3c(c2)OCO3)c2ccccc2C1c1ccc2c(c1)OCO2. RXN SMILES: [CH2:1]1[O:2][c:3]2[cH:4][c:5]([CH:10]3[CH:11]([C:28](=[O:29])[O:30][CH2:31][CH3:32])[CH:12]([c:19]4[cH:20][c:21]5[c:22]([cH:23][cH:24]4)[O:25][CH2:26][O:27]5)[c:13]4[cH:14][cH:15][cH:16][cH:17][c:18]43)[cH:6][cH:7][c:8]2[O:9]1.[CH3:35][CH2:36][OH:37].[Na+:34].[OH-:33]>>[CH2:1]1[O:2][c:3]2[cH:4][c:5]([CH:10]3[CH:11]([C:28](=[O:29])[OH:30])[CH:12]([c:19]4[cH:20][c:21]5[c:22]([cH:23][cH:24]4)[O:25][CH2:26][O:27]5)[c:13]4[cH:14][cH:15][cH:16][cH:17][c:18]43)[cH:6][cH:7][c:8]2[O:9]1.